From a dataset of the Open Reaction Database (ORD), a public repository of structured organic reaction records. describe an organic reaction: reactants, conditions, products, and yield The reactants are NC1=NC(=CC(=N1)N1C[C@H](CCC1)C(=O)O)C1=CC(=C(C=C1)C#N)F ((3S)-1-[2-amino-6-(4-cyano-3-fluorophenyl)-4-pyrimidinyl]-3-piperidinecarboxylic acid), C(CCl)Cl (EDC), C=1C=CC2=C(C1)N=NN2O (HOBT), FC1=C(N)C=CC=C1 (2-fluoroaniline). The solvent is CN(C)C=O (DMF), CCOC(=O)C (EtOAc). Reaction conditions: time 4 hour. Yields the product NC1=NC(=CC(=N1)N1C[C@H](CCC1)C(=O)NC1=C(C=CC=C1)F)C1=CC(=C(C=C1)C#N)F ((3S)-1-[2-Amino-6-(4-cyano-3-fluorophenyl)-4-pyrimidinyl]-N-(2-fluorophenyl)-3-piperidinecarboxamide). The yield is 100.1%. Reaction SMILES: [NH2:1][C:2]1[N:7]=[C:6]([N:8]2[CH2:13][CH2:12][CH2:11][C@H:10]([C:14]([OH:16])=O)[CH2:9]2)[CH:5]=[C:4]([C:17]2[CH:22]=[CH:21][C:20]([C:23]#[N:24])=[C:19]([F:25])[CH:18]=2)[N:3]=1.C(Cl)CCl.C1C=CC2N(O)N=NC=2C=1.[F:40][C:41]1[CH:47]=[CH:46][CH:45]=[CH:44][C:42]=1[NH2:43]>CN(C=O)C.CCOC(C)=O>[NH2:1][C:2]1[N:7]=[C:6]([N:8]2[CH2:13][CH2:12][CH2:11][C@H:10]([C:14]([NH:43][C:42]3[CH:44]=[CH:45][CH:46]=[CH:47][C:41]=3[F:40])=[O:16])[CH2:9]2)[CH:5]=[C:4]([C:17]2[CH:22]=[CH:21][C:20]([C:23]#[N:24])=[C:19]([F:25])[CH:18]=2)[N:3]=1. Reported procedure: To a solution of (3S)-1-[2-amino-6-(4-cyano-3-fluorophenyl)-4-pyrimidinyl]-3-piperidinecarboxylic acid (150 mg, 0.439 mmol), EDC (118 mg, 0.615 mmol), and HOBT (83 mg, 0.615 mmol) in DMF (8 mL) was added 2-fluoroaniline (68.4 mg, 0.615 mmol), and the reaction mixture was stirred at room temperature for 4 hours. LCMS showed reaction was completed. The reaction was poured onto water, and EtOAc was added to extract the product. The product stayed in the EtOAc layer. The organic solution was concent... The reactants are Cc1ccc(C(=O)Nc2ccc(CCN3CCCC3)cc2)cc1Br, C1CCOC1, Nc1nccc(-c2cccc(C(F)(F)F)c2)n1, CN(C)C=O, O=C(C=Cc1ccccc1)C=Cc1ccccc1, O=C(C=Cc1ccccc1)C=Cc1ccccc1, O=C(C=Cc1ccccc1)C=Cc1ccccc1, [Pd], [Pd]. The product is Cc1ccc(C(=O)Nc2ccc(CCN3CCCC3)cc2)cc1Nc1nccc(-c2cccc(C(F)(F)F)c2)n1. RXN SMILES: [Br:1][c:2]1[cH:3][c:4]([C:5](=[O:6])[NH:7][c:8]2[cH:9][cH:10][c:11]([CH2:14][CH2:15][N:16]3[CH2:17][CH2:18][CH2:19][CH2:20]3)[cH:12][cH:13]2)[cH:21][cH:22][c:23]1[CH3:24].[CH2:42]1[O:43][CH2:44][CH2:45][CH2:46]1.[F:25][C:26]([c:27]1[cH:28][c:29](-[c:33]2[n:34][c:35]([NH2:39])[n:36][cH:37][cH:38]2)[cH:30][cH:31][cH:32]1)([F:40])[F:41].[O:47]=[CH:48][N:49]([CH3:50])[CH3:51].[O:54]=[C:55]([CH:56]=[CH:57][c:58]1[cH:59][cH:60][cH:61][cH:62][cH:63]1)[CH:64]=[CH:65][c:66]1[cH:67][cH:68][cH:69][cH:70][cH:71]1.[O:72]=[C:73]([CH:74]=[CH:75][c:76]1[cH:77][cH:78][cH:79][cH:80][cH:81]1)[CH:82]=[CH:83][c:84]1[cH:85][cH:86][cH:87][cH:88][cH:89]1.[O:90]=[C:91]([CH:92]=[CH:93][c:94]1[cH:95][cH:96][cH:97][cH:98][cH:99]1)[CH:100]=[CH:101][c:102]1[cH:103][cH:104][cH:105][cH:106][cH:107]1.[Pd:52].[Pd:53]>>[c:2]1([NH:39][c:35]2[n:34][c:33](-[c:29]3[cH:28][c:27]([C:26]([F:25])([F:40])[F:41])[cH:32][cH:31][cH:30]3)[cH:38][cH:37][n:36]2)[cH:3][c:4]([C:5](=[O:6])[NH:7][c:8]2[cH:9][cH:10][c:11]([CH2:14][CH2:15][N:16]3[CH2:17][CH2:18][CH2:19][CH2:20]3)[cH:12][cH:13]2)[cH:21][cH:22][c:23]1[CH3:24]. Reactants: OCN1C(C(CC1=O)SC1=CC(=C(C(=C1)C(C)(C)C)O)C(C)(C)C)=O (N-(hydroxymethyl)-2-(3,5-di-tert-butyl-4-hydroxyphenylthio)succinimide), [OH-].[Na+] (sodium hydroxide), CS(=O)(=O)Cl (methanesulfonylchloride), C(C)(C)(C)C=1C=C(C=C(C1O)C(C)(C)C)S (3,5-di-tert-butyl-4-hydroxybenzene thiol). Run in C(C)N(CC)CC (triethylamine), C(C)OC(C)=O (ethylacetate), CCCCCCC (heptane). The product is C(C)(C)(C)C=1C=C(C=C(C1O)C(C)(C)C)SCN1C(C(CC1=O)SC1=CC(=C(C(=C1)C(C)(C)C)O)C(C)(C)C)=O (N-(3,5-di-tert-butyl-4-hydroxyphenylthiomethyl)-2-(3,5-di-tert-butyl-4-hydroxyphenylthio)succinimide). The yield is 44.2%. Reaction SMILES: O[CH2:2][N:3]1[C:7](=[O:8])[CH2:6][CH:5]([S:9][C:10]2[CH:15]=[C:14]([C:16]([CH3:19])([CH3:18])[CH3:17])[C:13]([OH:20])=[C:12]([C:21]([CH3:24])([CH3:23])[CH3:22])[CH:11]=2)[C:4]1=[O:25].CS(Cl)(=O)=O.[C:31]([C:35]1[CH:36]=[C:37]([SH:46])[CH:38]=[C:39]([C:42]([CH3:45])([CH3:44])[CH3:43])[C:40]=1[OH:41])([CH3:34])([CH3:33])[CH3:32].[OH-].[Na+]>C(OC(=O)C)C.CCCCCCC.C(N(CC)CC)C>[C:31]([C:35]1[CH:36]=[C:37]([S:46][CH2:2][N:3]2[C:7](=[O:8])[CH2:6][CH:5]([S:9][C:10]3[CH:15]=[C:14]([C:16]([CH3:17])([CH3:18])[CH3:19])[C:13]([OH:20])=[C:12]([C:21]([CH3:24])([CH3:23])[CH3:22])[CH:11]=3)[C:4]2=[O:25])[CH:38]=[C:39]([C:42]([CH3:45])([CH3:44])[CH3:43])[C:40]=1[OH:41])([CH3:34])([CH3:33])[CH3:32] |f:3.4|. Procedure: The procedure of Example 3 was repeated using 10.0 grams of N-(hydroxymethyl)-2-(3,5-di-tert-butyl-4-hydroxyphenylthio)succinimide, 2.33 ml of methanesulfonylchloride, 5.72 ml of triethylamine, 6.52 grams of 3,5-di-tert-butyl-4-hydroxybenzene thiol and 1.09 grams of sodium hydroxide. Flash column chromatography (SiO2, 5:1 heptane:ethylacetate) afforded 7.09 grams of product as white solid, m.p. 138°-140° C. The reactants are OC1=C2N(C(=NC1=O)CC1(CCCC1)N1C=CC=3C1=NC=CC3)CCN(C2=O)C (9-hydroxy-2-methyl-6-(1-pyrrolo[2,3-b]pyridin-1-yl-cyclopentylmethyl)-3,4-dihydro-2H-pyrazino[1,2-c]pyrimidine-1,8-dione), C(C1=CC=CC=C1)OC1=C2N(C(=NC1=O)CC1(CCCC1)N1C=CC=3C1=NC=CC3)CCN(C2=O)C2COC2 (9-Benzyloxy-2-oxetan-3-yl-6-(1-pyrrolo[2,3-b]pyridin-1-yl-cyclopentylmethyl)-3,4-dihydro-2H-pyrazino[1,2-c]pyrimidine-1,8-dione). The product is OC1=C2N(C(=NC1=O)CC1(CCCC1)N1C=CC=3C1=NC=CC3)CCN(C2=O)C2COC2 (9-Hydroxy-2-oxetan-3-yl-6-(1-pyrrolo[2,3-b]pyridin-1-yl-cyclopentylmethyl)-3,4-dihydro-2H-pyrazino[1,2-c]pyrimidine-1,8-dione), solid. Yield: 74.0%. RXN SMILES: OC1C(=O)N=C(CC2(N3C4=NC=CC=C4C=C3)CCCC2)N2CCN(C)C(=O)C=12.C([O:37][C:38]1[C:43](=[O:44])[N:42]=[C:41]([CH2:45][C:46]2([N:51]3[C:55]4=[N:56][CH:57]=[CH:58][CH:59]=[C:54]4[CH:53]=[CH:52]3)[CH2:50][CH2:49][CH2:48][CH2:47]2)[N:40]2[CH2:60][CH2:61][N:62]([CH:65]3[CH2:68][O:67][CH2:66]3)[C:63](=[O:64])[C:39]=12)C1C=CC=CC=1>>[OH:37][C:38]1[C:43](=[O:44])[N:42]=[C:41]([CH2:45][C:46]2([N:51]3[C:55]4=[N:56][CH:57]=[CH:58][CH:59]=[C:54]4[CH:53]=[CH:52]3)[CH2:47][CH2:48][CH2:49][CH2:50]2)[N:40]2[CH2:60][CH2:61][N:62]([CH:65]3[CH2:66][O:67][CH2:68]3)[C:63](=[O:64])[C:39]=12. Procedure: 9-Hydroxy-2-oxetan-3-yl-6-(1-pyrrolo[2,3-b]pyridin-1-yl-cyclopentylmethyl)-3,4-dihydro-2H-pyrazino[1,2-c]pyrimidine-1,8-dione (424) was prepared following the same method as described for 9-hydroxy-2-methyl-6-(1-pyrrolo[2,3-b]pyridin-1-yl-cyclopentylmethyl)-3,4-dihydro-2H-pyrazino[1,2-c]pyrimidine-1,8-dione (408) from 9-Benzyloxy-2-oxetan-3-yl-6-(1-pyrrolo[2,3-b]pyridin-1-yl-cyclopentylmethyl)-3,4-dihydro-2H-pyrazino[1,2-c]pyrimidine-1,8-dione (423) (13 mg, 0.03 mmol) and was obtained as an off-... Starting materials: CCN1CCOCC1, CCN=C=NCCCN(C)C, CN1CC(C(=O)O)N(C)C1=O, Cc1c(Cl)cccc1CN, ClCCl, Cl, O, On1nnc2ccccc21. Yields the product Cc1c(Cl)cccc1CNC(=O)C1CN(C)C(=O)N1C. RXN SMILES: [CH2:12]([N:13]1[CH2:14][CH2:15][O:16][CH2:17][CH2:18]1)[CH3:19].[CH2:32]([N:33]=[C:34]=[N:35][CH2:36][CH2:37][CH2:38][N:39]([CH3:40])[CH3:41])[CH3:42].[CH3:1][N:2]1[C:3](=[O:11])[N:4]([CH3:10])[CH:5]([C:7](=[O:8])[OH:9])[CH2:6]1.[Cl:43][c:44]1[c:45]([CH3:52])[c:46]([CH2:50][NH2:51])[cH:47][cH:48][cH:49]1.[Cl:53][CH2:54][Cl:55].[ClH:31].[OH2:20].[OH:21][n:22]1[c:23]2[cH:24][cH:25][cH:26][cH:27][c:28]2[n:29][n:30]1>>[CH3:1][N:2]1[C:3](=[O:11])[N:4]([CH3:10])[CH:5]([C:7](=[O:9])[NH:51][CH2:50][c:46]2[c:45]([CH3:52])[c:44]([Cl:43])[cH:49][cH:48][cH:47]2)[CH2:6]1. Reactants: O=C([O-])[O-], CCI, COc1ccc(-c2c(C(=O)O)[nH]c3cc(OC)c(OC)cc23)cc1OC, CN(C)C=O, [K+], [K+], O. The product is CCOC(=O)c1[nH]c2cc(OC)c(OC)cc2c1-c1ccc(OC)c(OC)c1. RXN SMILES: [C:1](=[O:2])([O-:3])[O-:4].[CH2:7]([CH3:8])[I:9].[CH3:10][O:11][c:12]1[cH:13][c:14]2[c:15](-[c:26]3[cH:27][c:28]([O:34][CH3:35])[c:29]([O:32][CH3:33])[cH:30][cH:31]3)[c:16]([C:23](=[O:24])[OH:25])[nH:17][c:18]2[cH:19][c:20]1[O:21][CH3:22].[CH3:37][N:38]([CH3:39])[CH:40]=[O:41].[K+:5].[K+:6].[OH2:36]>>[CH2:7]([CH3:8])[O:25][C:23]([c:16]1[c:15](-[c:26]2[cH:27][c:28]([O:34][CH3:35])[c:29]([O:32][CH3:33])[cH:30][cH:31]2)[c:14]2[cH:13][c:12]([O:11][CH3:10])[c:20]([O:21][CH3:22])[cH:19][c:18]2[nH:17]1)=[O:24]. The reactants are ClCC(=O)NC(=O)N (chloracetylurea), ClCC(=O)NC(=O)N (chloroacetylurea), P(OCC)(OCC)OCC (triethyl phosphite). Product: C(C)OP(=O)(OCC)CC(=O)NC(=O)N (diethylphosphonoacetylurea), crude product. As a reaction SMILES: Cl[CH2:2][C:3]([NH:5][C:6]([NH2:8])=[O:7])=[O:4].[P:9]([O:16]CC)([O:13][CH2:14][CH3:15])[O:10][CH2:11][CH3:12]>>[CH2:11]([O:10][P:9]([CH2:2][C:3]([NH:5][C:6]([NH2:8])=[O:7])=[O:4])([O:13][CH2:14][CH3:15])=[O:16])[CH3:12]. Procedure: While stirring, 682 gm (5 mol) of chloroacetylurea were added portionwise to 831 gm (5 mol) of triethyl phosphite at a temperature of 135°C to 150°C. Each time, the addition of the next portion was delayed until the violent gas evolution had abated. After the last portion of chloracetylurea had been added, the stirring was continued at 150°C until the evolution of gas was terminated. Small quantities of a volatile substance distilled off when the reaction mixture was heated on the water bath und...